This data is from the Open Reaction Database (ORD), a public repository of structured organic reaction records. The task is: describe an organic reaction: reactants, conditions, products, and yield The reactants are FC1=CC=C(C=C1)CC1=CN=C2C(=C(C(N(C2=C1)CCCN1C(CCCCC1)=O)=O)C(=O)OCC)O (ethyl 7-[(4-fluorophenyl)methyl]-4-hydroxy-2-oxo-1-[3-(2-oxohexahydro-1H-azepin-1-yl)propyl]-1,2-dihydro-1,5-naphthyridine-3-carboxylate), N[C@@H](CO)C ((2R)-2-amino-1-propanol). Product: FC1=CC=C(C=C1)CC1=CN=C2C(=C(C(N(C2=C1)CCCN1C(CCCCC1)=O)=O)C(=O)N[C@@H](CO)C)O (7-[(4-fluorophenyl)methyl]-4-hydroxy-N-[(1R)-2-hydroxy-1-methylethyl]-2-oxo-1-[3-(2-oxohexahydro-1H-azepin-1-yl)propyl]-1,2-dihydro-1,5-naphthyridine-3-carboxamide). RXN SMILES: [F:1][C:2]1[CH:7]=[CH:6][C:5]([CH2:8][C:9]2[CH:18]=[C:17]3[C:12]([C:13]([OH:36])=[C:14]([C:31](OCC)=[O:32])[C:15](=[O:30])[N:16]3[CH2:19][CH2:20][CH2:21][N:22]3[CH2:28][CH2:27][CH2:26][CH2:25][CH2:24][C:23]3=[O:29])=[N:11][CH:10]=2)=[CH:4][CH:3]=1.[NH2:37][C@H:38]([CH3:41])[CH2:39][OH:40]>>[F:1][C:2]1[CH:7]=[CH:6][C:5]([CH2:8][C:9]2[CH:18]=[C:17]3[C:12]([C:13]([OH:36])=[C:14]([C:31]([NH:37][C@H:38]([CH3:41])[CH2:39][OH:40])=[O:32])[C:15](=[O:30])[N:16]3[CH2:19][CH2:20][CH2:21][N:22]3[CH2:28][CH2:27][CH2:26][CH2:25][CH2:24][C:23]3=[O:29])=[N:11][CH:10]=2)=[CH:4][CH:3]=1. Procedure details: This compound was prepared from ethyl 7-[(4-fluorophenyl)methyl]-4-hydroxy-2-oxo-1-[3-(2-oxohexahydro-1H-azepin-1-yl)propyl]-1,2-dihydro-1,5-naphthyridine-3-carboxylate and (2R)-2-amino-1-propanol using methods similar to Example 563 to provide an off-white solid: 1H NMR (300 MHz, DMSO-d6) δ ppm 1.19 (d, J=6.74 Hz, 3 H), 1.48-1.59 (m, 4 H), 1.59-1.75 (m, 4 H), 2.35-2.47 (m, 2 H), 3.33-3.42 (m, 4 H), 3.48 (t, J=5.05 Hz, 2 H), 3.99-4.12 (m, 1 H), 4.14-4.23 (m, 4 H), 4.97-5.02 (m, 1 H), 7.14 (ddd, ... Reactants: CC(C)(C)OC(=O)N1CCCC1C(=O)O, CC(C)COC(=O)Cl, ClCCl, CN1CCOCC1, Cl, COC(=O)C(N)CO. Yields the product COC(=O)C(CO)NC(=O)C1CCCN1C(=O)OC(C)(C)C. RXN SMILES: [C:1]([CH3:2])([CH3:3])([CH3:4])[O:5][C:6](=[O:7])[N:8]1[CH:9]([C:10](=[O:11])[OH:12])[CH2:13][CH2:14][CH2:15]1.[CH2:23]([O:24][C:25]([Cl:26])=[O:27])[CH:28]([CH3:29])[CH3:30].[CH2:40]([Cl:41])[Cl:42].[CH3:16][N:17]1[CH2:18][CH2:19][O:20][CH2:21][CH2:22]1.[ClH:31].[NH2:32][CH:33]([CH2:34][OH:35])[C:36](=[O:37])[O:38][CH3:39]>>[C:1]([CH3:2])([CH3:3])([CH3:4])[O:5][C:6](=[O:7])[N:8]1[CH:9]([C:10](=[O:12])[NH:32][CH:33]([CH2:34][OH:35])[C:36](=[O:37])[O:38][CH3:39])[CH2:13][CH2:14][CH2:15]1. Reactants: COC(CN1C=C2CN=C(C3=C(C2=C1)C=CC(=C3)Cl)C3=C(C=CC=C3)F)=O (8-chloro-6-(2-fluorophenyl)-2H,4H-pyrrolo[3,4-d][2]benzazepine-2-acetic acid methyl ester), [H-].[Al+3].[Li+].[H-].[H-].[H-] (lithium aluminum hydride), [H-].[Al+3].[Li+].[H-].[H-].[H-] (lithium aluminum hydride), O (water), [OH-].[Na+] (sodium hydroxide), O (water). The solvent is O1CCCC1 (tetrahydrofuran), O1CCCC1 (tetrahydrofuran). Conditions: time 2 hour. Yields the product ClC1=CC2=C(C=3C(CN=C2C2=C(C=CC=C2)F)=CN(C3)CCO)C=C1 (8-Chloro-6-(2-fluorophenyl)-2H,4H-pyrrolo[3,4-d][2]benzazepine-2-ethanol). RXN SMILES: C[O:2][C:3](=O)[CH2:4][N:5]1[CH:14]=[C:13]2[C:7]([CH2:8][N:9]=[C:10]([C:20]3[CH:25]=[CH:24][CH:23]=[CH:22][C:21]=3[F:26])[C:11]3[CH:18]=[C:17]([Cl:19])[CH:16]=[CH:15][C:12]=32)=[CH:6]1.[H-].[Al+3].[Li+].[H-].[H-].[H-].O.[OH-].[Na+]>O1CCCC1>[Cl:19][C:17]1[CH:16]=[CH:15][C:12]2[C:13]3[C:7](=[CH:6][N:5]([CH2:4][CH2:3][OH:2])[CH:14]=3)[CH2:8][N:9]=[C:10]([C:20]3[CH:25]=[CH:24][CH:23]=[CH:22][C:21]=3[F:26])[C:11]=2[CH:18]=1 |f:1.2.3.4.5.6,8.9|. Procedure: A solution of 2.3 g (6.0 mmol) of 8-chloro-6-(2-fluorophenyl)-2H,4H-pyrrolo[3,4-d][2]benzazepine-2-acetic acid methyl ester in 25 ml of tetrahydrofuran was added dropwise to a solution of 0.5 g (13 mmol) of lithium aluminum hydride in 30 ml of tetrahydrofuran which was cooled to -78°. The reaction was allowed to warm to 0° and was stirred for 2 hr. The excess lithium aluminum hydride was discharged by the addition of 0.6 ml of water, 0.6 ml of 10% sodium hydroxide and 2.0 ml of water. The result... Reactants: ClC1=C(C=C(C=C1)NC(=O)NC1=CC=C(C=C1)OC1=CC=NC2=CC(=C(C=C12)OC)OC)[N+](=O)[O-] (N-(4-Chloro-3-nitrophenyl)-N'-{4-[(6,7-dimethoxy-4-quinolyl)oxy]phenyl}urea), S(=S)(=O)([O-])[O-].[Na+].[Na+] (sodium thiosulfate). Run in C(Cl)(Cl)Cl.CO.O (chloroform methanol water). Reaction conditions: temperature 60 celsius, time 20 minute. The product is NC=1C=C(C=CC1Cl)NC(=O)NC1=CC=C(C=C1)OC1=CC=NC2=CC(=C(C=C12)OC)OC (N-(3-Amino-4-chlorophenyl)-N'-{4-[(6,7-dimethoxy-4-quinolyl)oxy]phenyl}urea). The yield is 41.5%. RXN SMILES: [Cl:1][C:2]1[CH:7]=[CH:6][C:5]([NH:8][C:9]([NH:11][C:12]2[CH:17]=[CH:16][C:15]([O:18][C:19]3[C:28]4[C:23](=[CH:24][C:25]([O:31][CH3:32])=[C:26]([O:29][CH3:30])[CH:27]=4)[N:22]=[CH:21][CH:20]=3)=[CH:14][CH:13]=2)=[O:10])=[CH:4][C:3]=1[N+:33]([O-])=O.S([O-])([O-])(=O)=S.[Na+].[Na+]>C(Cl)(Cl)Cl.CO.O>[NH2:33][C:3]1[CH:4]=[C:5]([NH:8][C:9]([NH:11][C:12]2[CH:17]=[CH:16][C:15]([O:18][C:19]3[C:28]4[C:23](=[CH:24][C:25]([O:31][CH3:32])=[C:26]([O:29][CH3:30])[CH:27]=4)[N:22]=[CH:21][CH:20]=3)=[CH:14][CH:13]=2)=[O:10])[CH:6]=[CH:7][C:2]=1[Cl:1] |f:1.2.3,4.5.6|. Reported procedure: N-(4-Chloro-3-nitrophenyl)-N'-{4-[(6,7-dimethoxy-4-quinolyl)oxy]phenyl}urea (100 mg) was dissolved in chloroform/methanol/water (5ml/15ml/3ml), sodium thiosulfate (358 mg) was added, and the admixture was stirred at 60° C. for 20 minutes. The reaction mixture was extracted 2 times with chloroform, and the organic layer was then washed with brine and dried with anhydrous sodium sulfate. The solvent was removed by reduced-pressure distillation, and the resulting residue was purified by column chro... Reactants: FC(C1=CC=NC=C1C(=O)O)(F)F (4-trifluoromethylnicotinic acid), C[Si](CCOC([C@@H](NC(C1=C(C=C(C=C1)N)C1=CC=CC=C1)=O)CCSC)=O)(C)C ((4-amino-2-phenylbenzoyl)methionine 2-trimethylsilylethyl ester), ON1N=NC2=C(C1=O)C=CC=C2 (3-hydroxy1,2,3-benzotriazin-4(3H)-one), CN(CCCN=C=NCC)C (1-(3-dimethylaminopropyl)-3-ethylcarbodiimide), CN(C)C=O (DMF). The solvent is C(C)(=O)OCC (ethyl acetate). Product: C[Si](CCOC(C1=C(C=C(C=C1)NC(=O)C=1C=NC=CC1C(F)(F)F)C1=CC=CC=C1)=O)(C)C (4-(4-trifluoromethylpyrid-3-ylcarbonylamino)-2-phenylbenzoic acid 2-trimethylsilylethyl ester). The yield is 87.0%. As a reaction SMILES: [F:1][C:2]([F:13])([F:12])[C:3]1[C:8]([C:9]([OH:11])=O)=[CH:7][N:6]=[CH:5][CH:4]=1.[CH3:14][Si:15]([CH3:43])([CH3:42])[CH2:16][CH2:17][O:18][C:19](=[O:41])[C@H:20](CCSC)NC(=O)C1C=CC(N)=CC=1C1C=CC=CC=1.ON1[C:50](=O)[C:49]2[CH:52]=[CH:53][CH:54]=[CH:55][C:48]=2N=N1.CN(C)[CH2:58][CH2:59][CH2:60][N:61]=C=NCC.[CH3:67]N(C=O)C>C(OCC)(=O)C>[CH3:43][Si:15]([CH3:14])([CH3:42])[CH2:16][CH2:17][O:18][C:19](=[O:41])[C:20]1[CH:58]=[CH:59][C:60]([NH:61][C:9]([C:8]2[CH:7]=[N:6][CH:5]=[CH:4][C:3]=2[C:2]([F:1])([F:13])[F:12])=[O:11])=[CH:67][C:50]=1[C:49]1[CH:52]=[CH:53][CH:54]=[CH:55][CH:48]=1. Procedure: A mixture of 4-trifluoromethylnicotinic acid (472 mg, 2.46 mmol), the product of Example 283B (771 mg, 2.46 mmol), 3-hydroxy1,2,3-benzotriazin-4(3H)-one (481 mg, 2.95 mmol), 1-(3-dimethylaminopropyl)-3-ethylcarbodiimide (566 mg, 2.95 mmol) in DMF (8 mL) was stirred room temperature for 15 hours. The reaction mixture was diluted with ethyl acetate (100 mL), washed with water and brine, dried over anhydrous magnesium sulfate, filtered and concentrated in vacuo. The residue was purified by column c... Starting materials: ClC(=O)OCC1=CC=CC=C1 (Benzyl chloroformate), ice, N[C@H]1CCC(N2N(C1=O)[C@@H](CCC2)C(=O)OC(C)(C)C)=O ((1S, 9S) t-butyl 9-amino-6,10-dioxo-1,2,3,4,7,8,9,10-octahydro-6H-pyridazino[1,2-a][1,2]diazepine-l-carboxylate), C(=O)(O)[O-].[Na+] (NaHCO3), O1CCOCC1 (dioxan). The solvent is O (water), CCOC(=O)C (EtOAc). Reaction conditions: time 15 minute. Product: C(C1=CC=CC=C1)OC(=O)N[C@H]1CCC(N2N(C1=O)[C@@H](CCC2)C(=O)OC(C)(C)C)=O ((1S, 9S) t-Butyl 9-(benzyloxycarbonylamino)-6,10-dioxo-1,2,3,4,7,8,9,10-octahydro-6H-pyridazino[1,2-a][1,2]diazepine-1-carboxylate). The yield is 88.1%. RXN SMILES: Cl[C:2]([O:4][CH2:5][C:6]1[CH:11]=[CH:10][CH:9]=[CH:8][CH:7]=1)=[O:3].[NH2:12][C@@H:13]1[C:19](=[O:20])[N:18]2[C@H:21]([C:25]([O:27][C:28]([CH3:31])([CH3:30])[CH3:29])=[O:26])[CH2:22][CH2:23][CH2:24][N:17]2[C:16](=[O:32])[CH2:15][CH2:14]1.C([O-])(O)=O.[Na+].O1CCOCC1>CCOC(C)=O.O>[CH2:5]([O:4][C:2]([NH:12][C@@H:13]1[C:19](=[O:20])[N:18]2[C@H:21]([C:25]([O:27][C:28]([CH3:30])([CH3:29])[CH3:31])=[O:26])[CH2:22][CH2:23][CH2:24][N:17]2[C:16](=[O:32])[CH2:15][CH2:14]1)=[O:3])[C:6]1[CH:11]=[CH:10][CH:9]=[CH:8][CH:7]=1 |f:2.3|. Reported procedure: Benzyl chloroformate (1.07 g) was added dropwise to a stirred ice cold mixture of the (1S, 9S) t-butyl 9-amino-6,10-dioxo-1,2,3,4,7,8,9,10-octahydro-6H-pyridazino[1,2-a][1,2]diazepine-l-carboxylate (GB 2,128,984; 1.55 g, 5.21 mmol), NaHCO3 (0.66 g, 7.82 mmol), dioxan (32 ml) and water (8 ml). The mixture was kept at 5° C. for 15 min then for 2 h at room temperature. The mixture was diluted with EtOAc (50 ml), washed twice with sat. NaHCO3 solution, dried (MgSO4) and concentrated. The oily residu... Reactants: N1C(=NC2=C1C=CC=C2)SC2=CC=C(O2)C2C1=C(NC=3CCCC(C23)=O)NN=C1 (4-[5-(1H-Benzimidazol-2-ylsulfanyl)-furan-2-yl]-1,4,6,7,8,9-hexahydro-pyrazolo[3,4-b]quinolin-5-one), 350, CCCCCCC.CC(C)O.CO (n-heptane 2-propanol methanol). The solvent is C(C)N(CC)CC (triethylamine). Product: C(C)OC(=O)C=1NC=C2C1NC=1CCCC(C1C2C=2OC(=CC2)SC2=NC1=C(N2)C=CC=C1)=O ((+)-9-[5-(1H-benzimidazol-2-ylsulfanyl)-furan-2-yl]-8-oxo-4,5,6,7,8,9-hexahydro-2H-pyrrolo[3,4-b]quinoline-3-carboxylic acid ethyl ester). Reaction SMILES: [NH:1]1[C:5]2[CH:6]=[CH:7][CH:8]=[CH:9][C:4]=2[N:3]=[C:2]1[S:10][C:11]1[O:15][C:14]([CH:16]2[C:25]3[C:24](=[O:26])[CH2:23][CH2:22][CH2:21][C:20]=3[NH:19][C:18]3N[N:28]=[CH:29][C:17]2=3)=[CH:13][CH:12]=1.CCCCC[CH2:35][CH3:36].[CH3:37][CH:38]([OH:40])C.C[OH:42]>C(N(CC)CC)C>[CH2:38]([O:40][C:35]([C:36]1[NH:28][CH:29]=[C:17]2[CH:16]([C:14]3[O:15][C:11]([S:10][C:2]4[NH:1][C:5]5[CH:6]=[CH:7][CH:8]=[CH:9][C:4]=5[N:3]=4)=[CH:12][CH:13]=3)[C:25]3[C:24](=[O:26])[CH2:23][CH2:22][CH2:21][C:20]=3[NH:19][C:18]=12)=[O:42])[CH3:37] |f:1.2.3|. Procedure details: 4-[5-(1H-Benzimidazol-2-ylsulfanyl)-furan-2-yl]-1,4,6,7,8,9-hexahydro-pyrazolo[3,4-b]quinolin-5-one (162 mg) was resolved via preparative chiral HPLC (column: Pirkle Whelk 01 SS 10 μm 730 g 350×60 mm; eluting solvent: n-heptane/2-propanol/methanol 50/40/10 v/v/v+0.1% triethylamine; rate: 90-125 mL/min; detection=254 nm). 69 mg of (+)-9-[5-(1H-benzimidazol-2-ylsulfanyl)-furan-2-yl]-8-oxo-4,5,6,7,8,9-hexahydro-2H-pyrrolo[3,4-b]quinoline-3-carboxylic acid ethyl ester were obtained as a crystalline ... As a reaction SMILES: [C:1]([O:5][C:6]([N:8]1[CH2:13][CH2:12][CH2:11][CH2:10][CH:9]1[C:14]([OH:16])=[O:15])=[O:7])([CH3:4])([CH3:3])[CH3:2].[NH2:17][C@H:18]([CH2:38][C:39]1[CH:44]=[CH:43][C:42]([Cl:45])=[CH:41][CH:40]=1)[C:19]([N:21]1[CH2:26][CH2:25][N:24]([C:27]2[CH:32]=[CH:31][CH:30]=[CH:29][C:28]=2[NH:33][S:34]([CH3:37])(=[O:36])=[O:35])[CH2:23][CH2:22]1)=[O:20]>>[Cl:45][C:42]1[CH:43]=[CH:44][C:39]([CH2:38][C@@H:18]([NH:17][C:14]([CH:9]2[CH2:10][CH2:11][CH2:12][CH2:13][N:8]2[C:6]([O:5][C:1]([CH3:2])([CH3:3])[CH3:4])=[O:7])=[O:16])[C:19]([N:21]2[CH2:26][CH2:25][N:24]([C:27]3[CH:32]=[CH:31][CH:30]=[CH:29][C:28]=3[NH:33][S:34]([CH3:37])(=[O:35])=[O:36])[CH2:23][CH2:22]2)=[O:20])=[CH:40][CH:41]=1.[Cl:45][C:42]1[CH:41]=[CH:40][C:39]([CH2:38][C@@H:18]([NH:17][C:14]([CH:9]2[CH2:10][CH2:11][CH2:12][CH2:13][N:8]2[CH3:6])=[O:15])[C:19]([N:21]2[CH2:22][CH2:23][N:24]([C:27]3[CH:32]=[CH:31][CH:30]=[CH:29][C:28]=3[NH:33][S:34]([CH3:37])(=[O:35])=[O:36])[CH2:25][CH2:26]2)=[O:20])=[CH:44][CH:43]=1. Reactants: N[C@@H](C(=O)N1CCN(CC1)C1=C(C=CC=C1)NS(=O)(=O)C)CC1=CC=C(C=C1)Cl ((2R)-2-amino-3-(4-chlorophenyl)-1-(4-{2-[(methylsulfonyl}-amino]phenyl)piperazinyl) propan-1-one), C(C)(C)(C)OC(=O)N1C(CCCC1)C(=O)O (piperidine-1,2-dicarboxylic acid 1-tert-butyl ester). Product: ClC1=CC=C(C=C1)C[C@H](C(=O)N1CCN(CC1)C1=C(C=CC=C1)NS(=O)(=O)C)NC(=O)C1N(CCCC1)C(=O)OC(C)(C)C (tert-Butyl 2-{N-[(1R)-1-[(4-chlorophenyl)methyl]-2-(4-{2-[(methylsulfonyl)amino]phenyl}piperazinyl)-2-oxoethyl]carbamoyl}piperidinecarboxylate), ClC1=CC=C(C=C1)C[C@H](C(=O)N1CCN(CC1)C1=C(C=CC=C1)NS(=O)(=O)C)NC(=O)C1N(CCCC1)C (N-[(1R)-1-[(4-Chlorophenyl)methyl]-2-(4-{2-[(methylsulfonyl)amino]phenyl}piperazinyl)-2-oxoethyl](1-methyl(2-piperidyl))carboxamide), solid. Procedure: tert-Butyl 2-{N-[(1R)-1-[(4-chlorophenyl)methyl]-2-(4-{2-[(methylsulfonyl)amino]phenyl}piperazinyl)-2-oxoethyl]carbamoyl}piperidinecarboxylate was prepared according to the procedure described in Preparation V by using piperidine-1,2-dicarboxylic acid 1-tert-butyl ester (Aldrich) (82 mg, 0.36 mmol) and (2R)-2-amino-3-(4-chlorophenyl)-1-(4-{2-[(methylsulfonyl}-amino]phenyl)piperazinyl) propan-1-one. The desired compound was isolated as a white solid (106 mg). MS (ESI, pos. ion) m/z: 648 (M+H); (E... Starting materials: COC(=O)C1=Cc2cc(Br)ccc2NCCCC1, CCC=O, ClCCCl, O. The product is CCCN1CCCCC(C(=O)OC)=Cc2cc(Br)ccc21. Reaction SMILES: [Br:1][c:2]1[cH:3][cH:4][c:5]2[c:6]([cH:18]1)[CH:7]=[C:8]([C:14](=[O:15])[O:16][CH3:17])[CH2:9][CH2:10][CH2:11][CH2:12][NH:13]2.[CH:19]([CH2:20][CH3:21])=[O:22].[Cl:24][CH2:25][CH2:26][Cl:27].[OH2:23]>>[Br:1][c:2]1[cH:3][cH:4][c:5]2[c:6]([cH:18]1)[CH:7]=[C:8]([C:14](=[O:15])[O:16][CH3:17])[CH2:9][CH2:10][CH2:11][CH2:12][N:13]2[CH2:19][CH2:20][CH3:21]. Starting materials: Cl (HCl), C1=CC=CC2=C1C(=NC1=C(S2)C=CC=C1)N (dibenzo[b,f][1,4]thiazepin-11-ylamine). Run in CC(C)O (i-PrOH), C(C)(C)O.COC(C)(C)C (isopropanol tert-butyl methyl ether). Reaction conditions: time 1 hour. Product: Cl.C1=CC=CC2=C1C(=NC1=C(S2)C=CC=C1)N (Dibenzo[b,f][1,4]thiazepin-11-ylamine hydrochloride). Isolated yield 91.0%. RXN SMILES: [ClH:1].[CH:2]1[C:7]2[C:8]([NH2:17])=[N:9][C:10]3[CH:16]=[CH:15][CH:14]=[CH:13][C:11]=3[S:12][C:6]=2[CH:5]=[CH:4][CH:3]=1>CC(O)C.C(O)(C)C.COC(C)(C)C>[ClH:1].[CH:2]1[C:7]2[C:8]([NH2:17])=[N:9][C:10]3[CH:16]=[CH:15][CH:14]=[CH:13][C:11]=3[S:12][C:6]=2[CH:5]=[CH:4][CH:3]=1 |f:3.4,5.6|. Reported procedure: A solution of gaseous HCl in i-PrOH (5.7 g, 31 wt-%) was added dropwise under stirring to a solution of dibenzo[b,f][1,4]thiazepin-11-ylamine (10.6 g) dissolved in a isopropanol/tert-butyl methyl ether (TBME) mixture (150 ml/120 ml). Stirring was continued for 1 h and the formed precipitate was filtered off, washed with tert-butyl methyl ether (TBME) and dried on air to obtain the desired compound as a colorless solid (11.2 g, 91%).